Dataset: the Open Reaction Database (ORD), a public repository of structured organic reaction records. Task: describe an organic reaction: reactants, conditions, products, and yield The reactants are Brc1cnc(I)cn1, Cc1nc(Br)sc1C(=O)NCc1ccccc1, C1CCOC1, c1ccc(P(c2ccccc2)(c2ccccc2)[Pd](P(c2ccccc2)(c2ccccc2)c2ccccc2)(P(c2ccccc2)(c2ccccc2)c2ccccc2)P(c2ccccc2)(c2ccccc2)c2ccccc2)cc1. The product is Cc1nc(-c2cnc(Br)cn2)sc1C(=O)NCc1ccccc1. RXN SMILES: [Br:18][c:19]1[n:20][cH:21][c:22]([I:25])[n:23][cH:24]1.[CH2:1]([c:2]1[cH:3][cH:4][cH:5][cH:6][cH:7]1)[NH:8][C:9](=[O:10])[c:11]1[c:12]([CH3:17])[n:13][c:14]([Br:16])[s:15]1.[O:26]1[CH2:27][CH2:28][CH2:29][CH2:30]1.[cH:31]1[cH:32][cH:33][c:34]([P:35]([Pd:36]([P:37]([c:38]2[cH:39][cH:40][cH:41][cH:42][cH:43]2)([c:44]2[cH:45][cH:46][cH:47][cH:48][cH:49]2)[c:50]2[cH:51][cH:52][cH:53][cH:54][cH:55]2)([P:56]([c:57]2[cH:58][cH:59][cH:60][cH:61][cH:62]2)([c:63]2[cH:64][cH:65][cH:66][cH:67][cH:68]2)[c:69]2[cH:70][cH:71][cH:72][cH:73][cH:74]2)[P:75]([c:76]2[cH:77][cH:78][cH:79][cH:80][cH:81]2)([c:82]2[cH:83][cH:84][cH:85][cH:86][cH:87]2)[c:88]2[cH:89][cH:90][cH:91][cH:92][cH:93]2)([c:94]2[cH:95][cH:96][cH:97][cH:98][cH:99]2)[c:100]2[cH:101][cH:102][cH:103][cH:104][cH:105]2)[cH:106][cH:107]1>>[CH2:1]([c:2]1[cH:3][cH:4][cH:5][cH:6][cH:7]1)[NH:8][C:9](=[O:10])[c:11]1[c:12]([CH3:17])[n:13][c:14](-[c:22]2[cH:21][n:20][c:19]([Br:18])[cH:24][n:23]2)[s:15]1. Reactants: C([O-])([O-])=O.[Na+].[Na+] (sodium carbonate), acid fluoride, C(=O)=O (dry-ice), FC(C(=O)F)(OC(C(OC(C(C(F)(F)F)(C#N)F)(F)F)(C(F)(F)F)F)(F)F)C(F)(F)F (Perfluoro(8-cyano-2,5-dimethyl-3,6-dioxanonanoyl) fluoride). Product: FC(=C(OC(C(OC(C(C(F)(F)F)(C#N)F)(F)F)(C(F)(F)F)F)(F)F)F)F (perfluoro(8-cyano-5-methyl-3,6-dioxa-1-nonene)). Yield: 92.0%. Reaction SMILES: C(=O)([O-])[O-].[Na+].[Na+].C(=O)=O.[F:10][C:11]([C:37](F)([F:39])[F:38])([O:15][C:16]([F:36])([F:35])[C:17]([F:34])([C:30]([F:33])([F:32])[F:31])[O:18][C:19]([F:29])([F:28])[C:20]([F:27])([C:25]#[N:26])[C:21]([F:24])([F:23])[F:22])C(F)=O>>[F:38][C:37]([F:39])=[C:11]([F:10])[O:15][C:16]([F:36])([F:35])[C:17]([F:34])([C:30]([F:31])([F:32])[F:33])[O:18][C:19]([F:28])([F:29])[C:20]([F:27])([C:25]#[N:26])[C:21]([F:24])([F:23])[F:22] |f:0.1.2|. Procedure details: A bed (8 × 90 cm) of finely divided dry sodium carbonate held at 250°-270° C. in a vertical glass tube was fluidized with a minimum flow of preheated (300° C.) nitrogen from the bottom, and the exit gases passed out the top and through a series of three dry-ice cooled traps. Perfluoro(8-cyano-2,5-dimethyl-3,6-dioxanonanoyl) fluoride (215 g) was added at 0.59 ml/minute to the preheated nitrogen entering the bed. After all of the acid fluoride had been added, the traps were washed out with the aid... The reactants are C(C)OC(CC=1N=C(SC1)NC(CCCCCCC\C=C/CCCCCCCC)=O)=O (Ethyl-2-[((Z)-1-oxo-9-octadecenyl)amino]-4-thiazoleacetate), Cl (HCl), [OH-].[Na+] (sodium hydroxide), O1CCCC1 (tetrahydrofuran). The solvent is [Cl-].[Na+].O (brine), C(C)(=O)OCC (Ethyl acetate). Reaction conditions: time 2 hour. Yields the product O=C(CCCCCCC\C=C/CCCCCCCC)NC=1SC=C(N1)CC(=O)O (2-[((Z)-1-Oxo-9-octadecenyl)amino]-4-thiazoleacetic Acid). Yield: 39.9%. As a reaction SMILES: C([O:3][C:4](=[O:31])[CH2:5][C:6]1[N:7]=[C:8]([NH:11][C:12](=[O:30])[CH2:13][CH2:14][CH2:15][CH2:16][CH2:17][CH2:18][CH2:19]/[CH:20]=[CH:21]\[CH2:22][CH2:23][CH2:24][CH2:25][CH2:26][CH2:27][CH2:28][CH3:29])[S:9][CH:10]=1)C.[OH-].[Na+].O1CCCC1.Cl>[Cl-].[Na+].O.C(OCC)(=O)C>[O:30]=[C:12]([NH:11][C:8]1[S:9][CH:10]=[C:6]([CH2:5][C:4]([OH:31])=[O:3])[N:7]=1)[CH2:13][CH2:14][CH2:15][CH2:16][CH2:17][CH2:18][CH2:19]/[CH:20]=[CH:21]\[CH2:22][CH2:23][CH2:24][CH2:25][CH2:26][CH2:27][CH2:28][CH3:29] |f:1.2,5.6.7|. Procedure details: Ethyl-2-[((Z)-1-oxo-9-octadecenyl)amino]-4-thiazoleacetate (4 g, 8.89 mmol), sodium hydroxide (0.79 g, 19.8 mmol) and tetrahydrofuran (50 mL) were combined and cooled in an ice bath under N2 atmosphere. Enough distilled water was added to the mixture to dissolve the hydroxide and provide a homogeneous solution. The reaction was kept at 0° C. for 2 h, then allowed to warm to room temperature and stirred overnight. Aqueous 10% HCl solution was added to the mixture, and stirring continued for 1 h. ... Starting materials: CO, Cc1cc(=O)c(C(=O)O)nn1-c1ccc(Cl)cc1, O, O=S(Cl)Cl. The product is COC(=O)c1nn(-c2ccc(Cl)cc2)c(C)cc1=O. Reaction SMILES: [CH3:1][OH:2].[Cl:7][c:8]1[cH:9][cH:10][c:11](-[n:14]2[n:15][c:16]([C:22](=[O:23])[OH:24])[c:17](=[O:21])[cH:18][c:19]2[CH3:20])[cH:12][cH:13]1.[OH2:25].[S:3]([Cl:4])([Cl:5])=[O:6]>>[CH3:1][O:24][C:22]([c:16]1[n:15][n:14](-[c:11]2[cH:10][cH:9][c:8]([Cl:7])[cH:13][cH:12]2)[c:19]([CH3:20])[cH:18][c:17]1=[O:21])=[O:23]. Reactants: monobromide, C1CC(=O)N(C1=O)Br (NBS), (PhCOO)2, CC=1C=CC(=NC1)C1=NC=CC=C1 (5-methyl-[2,2′]bipyridinyl). Run in C(Cl)(Cl)(Cl)Cl (CCl4). Product: BrCC=1C=CC(=NC1)C1=NC=CC=C1 (5-(bromomethyl)-[2,2′]bipyridinyl). Yield: 46.7%. As a reaction SMILES: [CH3:1][C:2]1[CH:3]=[CH:4][C:5]([C:8]2[CH:13]=[CH:12][CH:11]=[CH:10][N:9]=2)=[N:6][CH:7]=1.C1C(=O)N([Br:21])C(=O)C1>C(Cl)(Cl)(Cl)Cl>[Br:21][CH2:1][C:2]1[CH:3]=[CH:4][C:5]([C:8]2[CH:13]=[CH:12][CH:11]=[CH:10][N:9]=2)=[N:6][CH:7]=1. Procedure: A solution of 5-methyl-[2,2′]bipyridinyl (3.96 g, 23.264 mmol) in CCl4 (80 mL) was bubbled with argon gas. NBS (5.507 g, 30.94 mmol, 1.33 eq) and (PhCOO)2 (0.2922 g, 1.21 mmol, 5 mol %) were added. The mixture was refluxed under argon atmosphere for 2 days. After being cooled to room temperature, the solid was removed by filtration, the filtrate was evaporated, and the residue chromatographed on a silica gel column eluted with a mixed solvent of CH2Cl2 and EtOAc (1:1, v/v). A mixture of three co... Reactants: CC(=O)O, CCO, [Na+], CCOC(=O)C(C)c1ccc2c(c1)NC(=O)CO2, [OH-], O. The product is CC(C(=O)O)c1ccc2c(c1)NC(=O)CO2. As a reaction SMILES: [CH3:22][C:23](=[O:24])[OH:25].[CH3:26][CH2:27][OH:28].[Na+:20].[O:1]=[C:2]1[NH:3][c:4]2[c:5]([cH:8][cH:9][c:10]([CH:12]([C:13](=[O:14])[O:15][CH2:16][CH3:17])[CH3:18])[cH:11]2)[O:6][CH2:7]1.[OH-:19].[OH2:21]>>[O:1]=[C:2]1[NH:3][c:4]2[c:5]([cH:8][cH:9][c:10]([CH:12]([C:13](=[O:14])[OH:15])[CH3:18])[cH:11]2)[O:6][CH2:7]1.